The task is: describe an organic reaction: reactants, conditions, products, and yield. This data is from the Open Reaction Database (ORD), a public repository of structured organic reaction records. The reactants are Cn1ccc2cc(B(O)O)ccc21, CC#N, CCOC(C)=O, CCCS(=O)(=O)Nc1ccc(F)c(C(=O)Nc2cnc3c(c2)cc(I)n3S(=O)(=O)c2ccccc2)c1F, [K+], [K+], O=C([O-])[O-], O, O, c1ccc(P(c2ccccc2)(c2ccccc2)[Pd](P(c2ccccc2)(c2ccccc2)c2ccccc2)(P(c2ccccc2)(c2ccccc2)c2ccccc2)P(c2ccccc2)(c2ccccc2)c2ccccc2)cc1. The product is CCCS(=O)(=O)Nc1ccc(F)c(C(=O)Nc2cnc3c(c2)cc(-c2ccc4c(ccn4C)c2)n3S(=O)(=O)c2ccccc2)c1F. Reaction SMILES: [CH3:38][n:39]1[cH:40][cH:41][c:42]2[cH:43][c:44]([B:48]([OH:49])[OH:50])[cH:45][cH:46][c:47]12.[CH3:57][C:58]#[N:59].[CH3:61][CH2:62][O:63][C:64]([CH3:65])=[O:66].[F:1][c:2]1[c:3]([C:4](=[O:5])[NH:6][c:7]2[cH:8][c:9]3[c:10]([n:11][cH:12]2)[n:13]([S:17](=[O:18])(=[O:19])[c:20]2[cH:21][cH:22][cH:23][cH:24][cH:25]2)[c:14]([I:16])[cH:15]3)[c:26]([F:37])[cH:27][cH:28][c:29]1[NH:30][S:31](=[O:32])(=[O:33])[CH2:34][CH2:35][CH3:36].[K+:51].[K+:52].[O-:53][C:54]([O-:55])=[O:56].[OH2:60].[OH2:67].[cH:68]1[cH:69][cH:70][c:71]([P:72]([Pd:73]([P:74]([c:75]2[cH:76][cH:77][cH:78][cH:79][cH:80]2)([c:81]2[cH:82][cH:83][cH:84][cH:85][cH:86]2)[c:87]2[cH:88][cH:89][cH:90][cH:91][cH:92]2)([P:93]([c:94]2[cH:95][cH:96][cH:97][cH:98][cH:99]2)([c:100]2[cH:101][cH:102][cH:103][cH:104][cH:105]2)[c:106]2[cH:107][cH:108][cH:109][cH:110][cH:111]2)[P:112]([c:113]2[cH:114][cH:115][cH:116][cH:117][cH:118]2)([c:119]2[cH:120][cH:121][cH:122][cH:123][cH:124]2)[c:125]2[cH:126][cH:127][cH:128][cH:129][cH:130]2)([c:131]2[cH:132][cH:133][cH:134][cH:135][cH:136]2)[c:137]2[cH:138][cH:139][cH:140][cH:141][cH:142]2)[cH:143][cH:144]1>>[F:1][c:2]1[c:3]([C:4](=[O:5])[NH:6][c:7]2[cH:8][c:9]3[c:10]([n:11][cH:12]2)[n:13]([S:17](=[O:18])(=[O:19])[c:20]2[cH:21][cH:22][cH:23][cH:24][cH:25]2)[c:14](-[c:44]2[cH:43][c:42]4[cH:41][cH:40][n:39]([CH3:38])[c:47]4[cH:46][cH:45]2)[cH:15]3)[c:26]([F:37])[cH:27][cH:28][c:29]1[NH:30][S:31](=[O:32])(=[O:33])[CH2:34][CH2:35][CH3:36]. The yield is 72.2%. Reagents/catalysts: [Pd].C1(=CC=CC=C1)P(C1=CC=CC=C1)C1=CC=CC=C1.C1(=CC=CC=C1)P(C1=CC=CC=C1)C1=CC=CC=C1.C1(=CC=CC=C1)P(C1=CC=CC=C1)C1=CC=CC=C1.C1(=CC=CC=C1)P(C1=CC=CC=C1)C1=CC=CC=C1 (tetrakis (triphenylphosphine) palladium (0)). As a reaction SMILES: [CH3:1][N:2]1[C@H:11]2[C@@:6]([CH3:17])([C:7]3[CH:15]=[CH:14][C:13](Br)=[CH:12][C:8]=3[CH2:9][CH2:10]2)[CH2:5][CH2:4][C:3]1=[O:18].[CH3:19][C:20]1[CH:25]=[CH:24][C:23](B(O)O)=[CH:22][CH:21]=1.C(=O)([O-])[O-].[Na+].[Na+].C1(C)C=CC=CC=1>ClCCl.[Pd].C1(P(C2C=CC=CC=2)C2C=CC=CC=2)C=CC=CC=1.C1(P(C2C=CC=CC=2)C2C=CC=CC=2)C=CC=CC=1.C1(P(C2C=CC=CC=2)C2C=CC=CC=2)C=CC=CC=1.C1(P(C2C=CC=CC=2)C2C=CC=CC=2)C=CC=CC=1>[CH3:1][N:2]1[C@H:11]2[C@@:6]([CH3:17])([C:7]3[CH:15]=[CH:14][C:13]([C:23]4[CH:24]=[CH:25][C:20]([CH3:19])=[CH:21][CH:22]=4)=[CH:12][C:8]=3[CH2:9][CH2:10]2)[CH2:5][CH2:4][C:3]1=[O:18] |f:2.3.4,7.8.9.10.11|. Reactants: CN1C(CC[C@@]2(C3=C(CC[C@@H]12)C=C(C=C3)Br)C)=O ((+)-(4aR)-(10bR)-4-methyl-8-bromo-10b-methyl-1,2,3,4,4a,5,6,10b-octahydrobenzo[f]quinolin-3-one), CC1=CC=C(C=C1)B(O)O (4-methylphenylboronic acid), C([O-])([O-])=O.[Na+].[Na+] (sodium carbonate), C1(=CC=CC=C1)C (toluene). Reported procedure: A 15 mL round bottom flask was charged with (+)-(4aR)-(10bR)-4-methyl-8-bromo-10b-methyl-1,2,3,4,4a,5,6,10b-octahydrobenzo[f]quinolin-3-one (200 mg, 0.65 mmol), tetrakis (triphenylphosphine) palladium (0) (23 mg, 0.02 mmol), 4-methylphenylboronic acid (106 mg, 0.78 mmol), 0.65 mL of 2M sodium carbonate solution and 2 mL of toluene, fitted with a reflux condenser, and the stirred mixture was heated at 80°, under nitrogen, for 17 h. The mixture was cooled, diluted with dichloromethane (75 mL) and ... Run in ClCCl (dichloromethane). Yields the product CN1C(CC[C@@]2(C3=C(CC[C@@H]12)C=C(C=C3)C3=CC=C(C=C3)C)C)=O ((+)-(4aR)-(10bR)-4-methyl-8-(4-methylphenyl)-10b-methyl-1,2,3,4,4a,5,6,10b-octahydrobenzo[f]quinolin-3-one). The reactants are OCCBr, O=C([O-])[O-], C=CCNCc1ccoc1, CN(C)C=O, [K+], [K+], O. Yields the product C=CCN(CCO)Cc1ccoc1. Reaction SMILES: [Br:11][CH2:12][CH2:13][OH:14].[C:15](=[O:16])([O-:17])[O-:18].[CH2:1]([CH:2]=[CH2:3])[NH:4][CH2:5][c:6]1[cH:7][o:8][cH:9][cH:10]1.[CH3:22][N:23]([CH3:24])[CH:25]=[O:26].[K+:19].[K+:20].[OH2:21]>>[CH2:1]([CH:2]=[CH2:3])[N:4]([CH2:5][c:6]1[cH:7][o:8][cH:9][cH:10]1)[CH2:12][CH2:13][OH:14]. Reactants: ClC1=NC(=NC=C1)SC (4-chloro-2-methylthiopyrimidine), [H-].[Na+] (sodium hydride), [H][H] (hydrogen), C(#N)CC(=O)OC(C)(C)C (tert-butyl cyanoacetate). Solvent: CS(=O)C (DMSO). Conditions: temperature 80 celsius. The product is C(C)(C)(C)OC(C(C1=NC(=NC=C1)SC)C#N)=O (Cyano-(2-methylthio-pyrimidin-4-yl)-acetic acid tert-butyl ester). Reaction SMILES: [H-].[Na+].[C:3]([CH2:5][C:6]([O:8][C:9]([CH3:12])([CH3:11])[CH3:10])=[O:7])#[N:4].[H][H].Cl[C:16]1[CH:21]=[CH:20][N:19]=[C:18]([S:22][CH3:23])[N:17]=1>CS(C)=O>[C:9]([O:8][C:6](=[O:7])[CH:5]([C:3]#[N:4])[C:16]1[CH:21]=[CH:20][N:19]=[C:18]([S:22][CH3:23])[N:17]=1)([CH3:12])([CH3:11])[CH3:10] |f:0.1|. Reported procedure: To a suspension of sodium hydride (7.15 g, 179 mmol, 60% in oil) in DMSO (100 mL) was added tert-butyl cyanoacetate (24.8 g, 170 mmol) at 23° C. After the evolution of hydrogen ceased, 4-chloro-2-methylthiopyrimidine (13.7 g, 85 mmol) was added. The reaction was heated at 80° C. for 16 h. The reaction mixture was then cooled to room temperature and quenched with ice-cooled saturated ammonium chloride (300 mL). The solid was filtered and washed with water (2×200 mL). 300 mL of hexane was added to...